Dataset: the Open Reaction Database (ORD), a public repository of structured organic reaction records. Task: describe an organic reaction: reactants, conditions, products, and yield The reactants are CC(C)(C)OC(=O)NCC=O, CC(=O)O[BH-](OC(C)=O)OC(C)=O, CC(=O)O, ClCCCl, [Na+], COC(=O)C1CS(=O)(=O)CCN1. The product is COC(=O)C1CS(=O)(=O)CCN1CCNC(=O)OC(C)(C)C. Reaction SMILES: [C:13](=[O:14])([O:15][C:16]([CH3:17])([CH3:18])[CH3:19])[NH:20][CH2:21][CH:22]=[O:23].[C:28]([O:29][BH-:30]([O:31][C:32](=[O:33])[CH3:34])[O:35][C:36](=[O:37])[CH3:38])(=[O:39])[CH3:40].[CH3:24][C:25](=[O:26])[OH:27].[Cl:42][CH2:43][CH2:44][Cl:45].[Na+:41].[S:1]1(=[O:11])(=[O:12])[CH2:2][CH:3]([C:7](=[O:8])[O:9][CH3:10])[NH:4][CH2:5][CH2:6]1>>[S:1]1(=[O:11])(=[O:12])[CH2:2][CH:3]([C:7](=[O:8])[O:9][CH3:10])[N:4]([CH2:22][CH2:21][NH:20][C:13](=[O:14])[O:15][C:16]([CH3:17])([CH3:18])[CH3:19])[CH2:5][CH2:6]1. The reactants are ClC=1C=C(C=CC1C(F)(F)F)N1[C@H](C(N(CC1)C[C@H](CC(=O)O)O)=O)C ((S)-4-[(S)-4-(3-chloro-4-trifluoromethyl-phenyl)-3-methyl-2-oxo-piperazin-1-yl]-3-hydroxy-butyric acid), ClC=1C=C(C=CC1C(F)(F)F)N1[C@H](C(N(CC1)C[C@H](CC(=O)O)O)=O)C ((S)-4-[(S)-4-(3-chloro-4-trifluoromethyl-phenyl)-3-methyl-2-oxo-piperazin-1-yl]-3-hydroxy-butyric acid), C1CC12[C@@H](CNCC2)O ((S)-6-aza-spiro[2.5]octan-4-ol). Product: Cl.C1CC12[C@@H](CNCC2)O ((S)-6-aza-spiro[2.5]octan-4-ol. hydrochloride). RXN SMILES: [Cl:1]C1C=[C:4]([N:12]2CCN(C[C@@H](O)CC(O)=O)[C:14](=[O:25])[C@@H:13]2C)[CH:5]=[CH:6][C:7]=1[C:8](F)(F)F.C1C2(CCNC[C@H]2O)C1>>[ClH:1].[CH2:7]1[C:6]2([CH2:5][CH2:4][NH:12][CH2:13][C@H:14]2[OH:25])[CH2:8]1 |f:2.3|. Procedure: In analogy to example 15, (S)-4-[(S)-4-(3-chloro-4-trifluoromethyl-phenyl)-3-methyl-2-oxo-piperazin-1-yl]-3-hydroxy-butyric acid (61% ds) (intermediate 44) and 1.1 eq. of (S)-6-aza-spiro[2.5]octan-4-ol; hydrochloride (intermediate 2) gave after flash chromatography (SiO2, dichloromethane/methanol 2%) and precipitation (dichloromethane/n-pentane) the titled compound in 61% yield (80% ds) as white powder. MS: 504.19 (MH+, 1Cl). The reactants are BrC1=CSC2=C1N=CN=C2Cl (7-bromo-4-chlorothieno[3,2-d]pyrimidine), O.[SH-].[Na+] (sodium hydrosulfide hydrate), CN1C(CCC1)=O (N-methylpyrrolidinone), O (Water). Solvent: C(C)(=O)OCC (ethyl acetate). Conditions: time 1 hour. Product: BrC1=CSC2=C1N=CNC2=S (7-Bromo-3,4-dihydrothieno[3,2-d]pyrimidin-4-thione). RXN SMILES: [Br:1][C:2]1[C:6]2[N:7]=[CH:8][N:9]=[C:10](Cl)[C:5]=2[S:4][CH:3]=1.O.[SH-:13].[Na+].CN1CCCC1=O.O>C(OCC)(=O)C>[Br:1][C:2]1[C:6]2[N:7]=[CH:8][NH:9][C:10](=[S:13])[C:5]=2[S:4][CH:3]=1 |f:1.2.3|. Reported procedure: A solution of 7-bromo-4-chlorothieno[3,2-d]pyrimidine (see below for preparation) (2.0 g), sodium hydrosulfide hydrate (0.66 g) and N-methylpyrrolidinone (10 ml) was heated at 102° C. for 1 hour. Water (500 ml) and ethyl acetate (500 ml) were added and stirred for 1 hour. The layers were separated and the aqueous phase extracted with ethyl acetate (300 ml). The combined organic extracts were washed with brine (300 ml), dried (MgSO4), treated with activated charcoal, then filtered through a silic... Starting materials: FC(C(=O)O)(F)F (Trifluoroacetic acid), NN (hydrazine), COC(CN(N)C1=CC(=CC=C1)OCC1=CC=C(C=C1)F)=O (Methyl[1-[3-(4-fluorophenylmethoxy)phenyl]hydrazino)acetate), [O-]C#N.[Na+] (sodium cyanate). The solvent is C1(=CC=CC=C1)C (toluene). Conditions: time 1 hour. The product is NC(=O)NN(C1=CC(=CC=C1)OCC1=CC=C(C=C1)F)CC(=O)OC (Methyl [2-(aminocarbonyl)-1-[3-(4-fluorophenylmethoxy)phenyl]hydrazino]acetate). Reaction SMILES: FC(F)(F)C(O)=O.NN.[CH3:10][O:11][C:12](=[O:31])[CH2:13][N:14]([C:16]1[CH:21]=[CH:20][CH:19]=[C:18]([O:22][CH2:23][C:24]2[CH:29]=[CH:28][C:27]([F:30])=[CH:26][CH:25]=2)[CH:17]=1)[NH2:15].[O-:32][C:33]#[N:34].[Na+]>C1(C)C=CC=CC=1>[NH2:34][C:33]([NH:15][N:14]([CH2:13][C:12]([O:11][CH3:10])=[O:31])[C:16]1[CH:21]=[CH:20][CH:19]=[C:18]([O:22][CH2:23][C:24]2[CH:25]=[CH:26][C:27]([F:30])=[CH:28][CH:29]=2)[CH:17]=1)=[O:32] |f:3.4|. Reported procedure: Trifluoroacetic acid (2.75 ml, 35.8 mmol) was added at 25° to a stirred suspension of the hydrazine (Intermediate 79, 3.7 g, 12.2 mmol) and sodium cyanate (2.71 g, 41.75 mmol) in toluene (70 ml). The mixture was stirred at 25° for 1 h, during which time a white solid precipitated. 8% sodium bicarbonate (100 ml) was added and the mixture was extracted with ethyl acetate (2×100 ml). The combined extracts were then washed with water (2×100 ml) and brine (100 ml) before drying (Na2SO4) and evaporati... The reactants are CC(C)(C)C(=O)Cl, ClCCl, Nc1ccc(C(F)(F)F)cn1. Yields the product CC(C)(C)C(=O)Nc1ccc(C(F)(F)F)cn1. Reaction SMILES: [CH3:12][C:13]([C:14](=[O:15])[Cl:16])([CH3:17])[CH3:18].[Cl:19][CH2:20][Cl:21].[F:1][C:2]([c:3]1[cH:4][cH:5][c:6]([NH2:9])[n:7][cH:8]1)([F:10])[F:11]>>[F:1][C:2]([c:3]1[cH:4][cH:5][c:6]([NH:9][C:14]([C:13]([CH3:12])([CH3:17])[CH3:18])=[O:15])[n:7][cH:8]1)([F:10])[F:11]. Starting materials: C(C)(=O)O (acetic acid), S(O)(O)(=O)=O (sulfuric acid), C(#N)CC1=CC=CC=2C(C=C(OC21)C2=CC(=CC=C2)F)=O (8-cyanomethyl-2-(3-fluorophenyl)-4H-benzopyran-4-one). The solvent is O (water), O (water). The product is O=C1C=C(OC2=C1C=CC=C2CC(=O)O)C2=CC(=CC=C2)F (4-oxo-2-(3-fluorophenyl)-4H-1-benzopyran-8-acetic acid). Reaction SMILES: C(C[C:4]1[C:13]2[O:12][C:11]([C:14]3[CH:19]=[CH:18][CH:17]=[C:16]([F:20])[CH:15]=3)=[CH:10][C:9](=[O:21])[C:8]=2[CH:7]=[CH:6][CH:5]=1)#N.[C:22]([OH:25])(=[O:24])[CH3:23].S(=O)(=O)(O)O>O>[O:21]=[C:9]1[C:8]2[CH:7]=[CH:6][CH:5]=[C:4]([CH2:23][C:22]([OH:25])=[O:24])[C:13]=2[O:12][C:11]([C:14]2[CH:19]=[CH:18][CH:17]=[C:16]([F:20])[CH:15]=2)=[CH:10]1. Procedure: A mixture of 4.6 g of 8-cyanomethyl-2-(3-fluorophenyl)-4H-benzopyran-4-one; 18 ml of glacial acetic acid and 18 ml of sulfuric acid in 418 ml of water was stirred 12 hours at room temperature and diluted with 200 ml of water. The resulting suspension was filtered and the solids washed with water, then dissolved in 170 ml of 5% aqueous sodium bicarbonate, filtered to removed insoluble solids and acidified by addition of 11 ml of concentrated sulfuric acid. The resulting precipitate was filtered a... Starting materials: O=C([O-])[O-], O=[N+]([O-])c1ccc(O)c(Cl)c1, ClCCN1CCCC1, Cl, [Cs+], [Cs+], CN(C)C=O. Yields the product O=[N+]([O-])c1ccc(OCCN2CCCC2)c(Cl)c1. As a reaction SMILES: [C:1](=[O:2])([O-:3])[O-:4].[Cl:16][c:17]1[c:18]([OH:26])[cH:19][cH:20][c:21]([N+:23](=[O:24])[O-:25])[cH:22]1.[Cl:7][CH2:8][CH2:9][N:10]1[CH2:11][CH2:12][CH2:13][CH2:14]1.[ClH:15].[Cs+:5].[Cs+:6].[O:27]=[CH:28][N:29]([CH3:30])[CH3:31]>>[CH2:8]([CH2:9][N:10]1[CH2:11][CH2:12][CH2:13][CH2:14]1)[O:26][c:18]1[c:17]([Cl:16])[cH:22][c:21]([N+:23](=[O:24])[O-:25])[cH:20][cH:19]1. Starting materials: ClC1=NC2=C(N1CC=1OC(=CC1)C(=O)OCC)C=CC=C2 (2-chloro-1-(5-ethyoxycarbonylfur-2-ylmethyl)-1H-benzimidazole), NC1CCN(CC1)C(=O)OCC (ethyl 4-aminopiperidine-1-carboxylate), N12CCCCCC2=NCCC1 (1,8-diazabicyclo[5.4.0]undec-7-ene). Solvent: N1=CC=CC=C1 (pyridine). Conditions: time 18 hour. The product is C(C)N(C1CCN(CC1)C(=O)OCC)C1=NC2=C(N1CC=1OC(=CC1)C(=O)OCC)C=CC=C2 (ethyl (1-(5-ethyoxycarbonylfur-2-ylmethyl)-1H-benzimidazol-2-yl)(1-ethoxycarbonylpiperidin-4-yl)amine). Reaction SMILES: Cl[C:2]1[N:6]([CH2:7][C:8]2[O:9][C:10]([C:13]([O:15][CH2:16][CH3:17])=[O:14])=[CH:11][CH:12]=2)[C:5]2[CH:18]=[CH:19][CH:20]=[CH:21][C:4]=2[N:3]=1.[NH2:22][CH:23]1[CH2:28][CH2:27][N:26]([C:29]([O:31][CH2:32][CH3:33])=[O:30])[CH2:25][CH2:24]1.N12CCCN=C1CCC[CH2:36][CH2:35]2>N1C=CC=CC=1>[CH2:35]([N:22]([C:2]1[N:6]([CH2:7][C:8]2[O:9][C:10]([C:13]([O:15][CH2:16][CH3:17])=[O:14])=[CH:11][CH:12]=2)[C:5]2[CH:18]=[CH:19][CH:20]=[CH:21][C:4]=2[N:3]=1)[CH:23]1[CH2:24][CH2:25][N:26]([C:29]([O:31][CH2:32][CH3:33])=[O:30])[CH2:27][CH2:28]1)[CH3:36]. Procedure: Combine 2-chloro-1-(5-ethyoxycarbonylfur-2-ylmethyl)-1H-benzimidazole (9.50 g, 31.2 mmol) and ethyl 4-aminopiperidine-1-carboxylate (5.4 g, 31 mmol), 1,8-diazabicyclo[5.4.0]undec-7-ene (5.6 mL, 37.4 mmol), and pyridine (90 mL). Heat to reflux. After 18 hours, cool to ambient temperature and evaporate in vacuo to give ethyl (1-(5-ethyoxycarbonylfur-2-ylmethyl)-1H-benzimidazol-2-yl)(1-ethoxycarbonylpiperidin-4-yl)amine. Reactants: C(C)(C)(C)C1=NOC(=N1)N1CCC(CC1)=O (1-(3-tert-butyl-[1,2,4]oxadiazol-5-yl)-piperidin-4-one), C1(CC1)N (cyclopropylamine), Intermediate 4. Yields the product C(C)(C)(C)C1=NOC(=N1)N1CCC(CC1)NC1CC1 ([1-(3-tert-Butyl-[1,2,4]oxadiazol-5-yl)-piperidin-4-yl]-cyclopropyl-amine). RXN SMILES: [C:1]([C:5]1[N:9]=[C:8]([N:10]2[CH2:15][CH2:14][C:13](=O)[CH2:12][CH2:11]2)[O:7][N:6]=1)([CH3:4])([CH3:3])[CH3:2].[CH:17]1([NH2:20])[CH2:19][CH2:18]1>>[C:1]([C:5]1[N:9]=[C:8]([N:10]2[CH2:15][CH2:14][CH:13]([NH:20][CH:17]3[CH2:19][CH2:18]3)[CH2:12][CH2:11]2)[O:7][N:6]=1)([CH3:4])([CH3:3])[CH3:2]. Reported procedure: The title compound is prepared from 1-(3-tert-butyl-[1,2,4]oxadiazol-5-yl)-piperidin-4-one and cyclopropylamine following a procedure analogous to that described in Intermediate 4. LC (method 8): tR=0.95 min, Mass spectrum (ESI+): m/z=265 [M+H]+. Reactants: C1(CC1)C(=O)O (cyclopropanecarboxylic acid), C1(CC1)N (cyclopropylamine), C(CCl)Cl (EDC). The reagents and catalysts are CN(C)C=1C=CN=CC1 (DMAP). Solvent: C(Cl)Cl (methylene chloride), C(Cl)Cl (methylene chloride). Conditions: time 2 hour. The product is C1(CC1)NC(=O)C1CC1 (N-cyclopropylcyclopropanecarboxamide). Reaction SMILES: [CH:1]1([C:4]([OH:6])=O)[CH2:3][CH2:2]1.[CH:7]1([NH2:10])[CH2:9][CH2:8]1.C(Cl)CCl>C(Cl)Cl.CN(C1C=CN=CC=1)C>[CH:7]1([NH:10][C:4]([CH:1]2[CH2:3][CH2:2]2)=[O:6])[CH2:9][CH2:8]1. Procedure: To a magnetically stirred solution of cyclopropanecarboxylic acid (1.00 g, 11.6 mmol) and cyclopropylamine (0.995 g, 1.5 eq) in 8 mL of methylene chloride was added DMAP (4-dimethylaminopyridine, 2.13 g, 1.5 eq) followed by EDC (1-(3-dimethylaminopropyl)-3-ethylcarbodiimide hydrochloride, 3.34 g, 1.5 eq). The reaction was stirred at room temperature for 2 h after which time it was diluted with 50 mL of methylene chloride and washed twice with 0.5 N aqueous HCl followed by water, saturated aqueou...